Dataset: the Open Reaction Database (ORD), a public repository of structured organic reaction records. Task: describe an organic reaction: reactants, conditions, products, and yield Starting materials: ClC1=NC2=CC=CC=C2C=C1C#N (2-chloro-3-cyanoquinoline), substituted acetanilide, P(=O)(Cl)(Cl)Cl (phosphoryl chloride). The solvent is CN(C=O)C (dimethylformamide). Yields the product ClC1=NC2=CC=CC=C2C=C1C=O (2-chloro-3-quinolinecarboxaldehyde). Reaction SMILES: [Cl:1][C:2]1[C:11]([C:12]#N)=[CH:10][C:9]2[C:4](=[CH:5][CH:6]=[CH:7][CH:8]=2)[N:3]=1.P(Cl)(Cl)(Cl)=[O:15]>CN(C)C=O>[Cl:1][C:2]1[C:11]([CH:12]=[O:15])=[CH:10][C:9]2[C:4](=[CH:5][CH:6]=[CH:7][CH:8]=2)[N:3]=1. Procedure details: Where the starting material above is a 2-chloro-3-cyanoquinoline, this can be prepared by starting from an appropriate substituted acetanilide. This is heated with phosphoryl chloride and dimethylformamide to give the corresponding 2-chloro-3-quinolinecarboxaldehyde. The process involved is discussed in detail by meth-Cohn et al., J. Chem. Soc., Perkin Trans. 1, 1981, 1520. The chloroquinolinecarboxaldehyde is then reacted with hydroxylamine hydrochloride, formic acid and sodium formate with hea... Starting materials: OCc1ncn2cc(Br)sc12, C[N+]1([O-])CCOCC1, ClCCl. Product: O=Cc1ncn2cc(Br)sc12. RXN SMILES: [Br:1][c:2]1[cH:3][n:4]2[c:5]([s:6]1)[c:7]([CH2:10][OH:11])[n:8][cH:9]2.[CH3:12][N+:13]1([O-:14])[CH2:15][CH2:16][O:17][CH2:18][CH2:19]1.[Cl:20][CH2:21][Cl:22]>>[Br:1][c:2]1[cH:3][n:4]2[c:5]([s:6]1)[c:7]([CH:10]=[O:11])[n:8][cH:9]2. Starting materials: Nc1ccc(Br)cc1Cl, CC#N, CC(C)(C)CC(=O)Cl, O. Yields the product CC(C)(C)CC(=O)Nc1ccc(Br)cc1Cl. Reaction SMILES: [Br:9][c:10]1[cH:11][c:12]([Cl:17])[c:13]([NH2:16])[cH:14][cH:15]1.[CH3:19][C:20]#[N:21].[CH3:1][C:2]([CH2:3][C:4](=[O:5])[Cl:6])([CH3:7])[CH3:8].[OH2:18]>>[CH3:1][C:2]([CH2:3][C:4](=[O:5])[NH:16][c:13]1[c:12]([Cl:17])[cH:11][c:10]([Br:9])[cH:15][cH:14]1)([CH3:7])[CH3:8]. Reactants: Cl (hydrogen chloride), solution, NC1=C(C=C(C=C1)NC(=O)[C@@H]1N(CCCC1)C(=O)OC(C)(C)C)[N+](=O)[O-] ((R)-tert-Butyl 2-[(4-amino-3-nitrophenyl)aminocarbonyl]piperidine-1-carboxylate). Run in O1CCOCC1 (dioxane), O1CCOCC1 (dioxane). Run at time 3.5 hour. Yields the product Cl.NC1=C(C=C(C=C1)NC(=O)[C@@H]1NCCCC1)[N+](=O)[O-] ((R)—N-(4-amino-3-nitrophenyl)piperidine-2-carboxamide hydrochloride salt). Reaction SMILES: [NH2:1][C:2]1[CH:7]=[CH:6][C:5]([NH:8][C:9]([C@H:11]2[CH2:16][CH2:15][CH2:14][CH2:13][N:12]2C(OC(C)(C)C)=O)=[O:10])=[CH:4][C:3]=1[N+:24]([O-:26])=[O:25].[ClH:27]>O1CCOCC1>[ClH:27].[NH2:1][C:2]1[CH:7]=[CH:6][C:5]([NH:8][C:9]([C@H:11]2[CH2:16][CH2:15][CH2:14][CH2:13][NH:12]2)=[O:10])=[CH:4][C:3]=1[N+:24]([O-:26])=[O:25] |f:3.4|. Procedure details: (R)-tert-Butyl 2-[(4-amino-3-nitrophenyl)aminocarbonyl]piperidine-1-carboxylate (4.80 g, 13.2 mmol) was suspended in dioxane (100 mL) and hydrogen chloride (75 mL of a 4M solution in dioxane) was added. The resulting dark colored solution was stirred at room temperature for 3.5 hr resulting in a yellow/brown suspension. The solid was collected by filtration and briefly dried under high vacuum. The solid was suspended in water, the pH was adjusted to pH 8 with 1M sodium carbonate solution and the... The reactants are [Al+3], CC(C)[O-], CC(C)[O-], CC(C)[O-], CC(C)O, CC(C)C(=O)C=C(Cl)Cl. Product: CC(C)C(O)C=C(Cl)Cl. As a reaction SMILES: [Al+3:14].[CH3:10][CH:11]([CH3:12])[O-:13].[CH3:15][CH:16]([CH3:17])[O-:18].[CH3:19][CH:20]([CH3:21])[O-:22].[CH:23]([OH:24])([CH3:25])[CH3:26].[Cl:1][C:2](=[CH:3][C:4]([CH:5]([CH3:6])[CH3:7])=[O:8])[Cl:9]>>[Cl:1][C:2](=[CH:3][CH:4]([CH:5]([CH3:6])[CH3:7])[OH:8])[Cl:9]. Reactants: C(=C)C(C1=CC=CC=C1)Cl (vinylbenzyl chloride), CC(=O)C.C(C)C(=O)CC (acetone diethylketone), CN(C)C (trimethylamine). The solvent is O (water). Conditions: temperature 26 celsius, time 1 hour. Yields the product [Cl-].C(=C)C[N+](C)(C)CC1=CC=CC=C1 (Vinylbenzyltrimethylammonium Chloride). The yield is 90.0%. Reaction SMILES: C([CH:3]([Cl:10])[C:4]1[CH:9]=[CH:8][CH:7]=[CH:6][CH:5]=1)=C.[CH3:11][C:12]([CH3:14])=O.C(C(CC)=O)C.[CH3:21][N:22](C)[CH3:23]>O>[Cl-:10].[CH:12]([CH2:14][N+:22]([CH2:3][C:4]1[CH:5]=[CH:6][CH:7]=[CH:8][CH:9]=1)([CH3:23])[CH3:21])=[CH2:11] |f:1.2,5.6|. Procedure details: 477 grams (3.05 mole) of 98% vinylbenzyl chloride is dissolved in 2070 ml. of acetone:diethylketone (1:1 vol). While maintaining a batch temperature of 19°-24° C., 200 grams of trimethylamine is added to this solution over a period of six hours by bubbling the gaseous amine into the stirred, cooled solution. After stirring the resulting batch at ambient temperature (26° C.) for one hour, 1300 ml. of solvent is removed under vacuum. (This solvent mixture is saved and reused in subsequent preparat... The reactants are COc1ccc(Br)cn1, CC1(C)OB(c2ccc([N+](=O)[O-])cc2)OC1(C)C, c1ccc(P(c2ccccc2)(c2ccccc2)[Pd](P(c2ccccc2)(c2ccccc2)c2ccccc2)(P(c2ccccc2)(c2ccccc2)c2ccccc2)P(c2ccccc2)(c2ccccc2)c2ccccc2)cc1. The product is COc1ccc(-c2ccc([N+](=O)[O-])cc2)cn1. RXN SMILES: [Br:19][c:20]1[cH:21][cH:22][c:23]([O:26][CH3:27])[n:24][cH:25]1.[CH3:1][C:2]1([CH3:3])[C:4]([CH3:5])([CH3:6])[O:7][B:8]([c:9]2[cH:10][cH:11][c:12]([N+:15](=[O:16])[O-:17])[cH:13][cH:14]2)[O:18]1.[cH:28]1[cH:29][cH:30][c:31]([P:32]([Pd:33]([P:34]([c:35]2[cH:36][cH:37][cH:38][cH:39][cH:40]2)([c:41]2[cH:42][cH:43][cH:44][cH:45][cH:46]2)[c:47]2[cH:48][cH:49][cH:50][cH:51][cH:52]2)([P:53]([c:54]2[cH:55][cH:56][cH:57][cH:58][cH:59]2)([c:60]2[cH:61][cH:62][cH:63][cH:64][cH:65]2)[c:66]2[cH:67][cH:68][cH:69][cH:70][cH:71]2)[P:72]([c:73]2[cH:74][cH:75][cH:76][cH:77][cH:78]2)([c:79]2[cH:80][cH:81][cH:82][cH:83][cH:84]2)[c:85]2[cH:86][cH:87][cH:88][cH:89][cH:90]2)([c:91]2[cH:92][cH:93][cH:94][cH:95][cH:96]2)[c:97]2[cH:98][cH:99][cH:100][cH:101][cH:102]2)[cH:103][cH:104]1>>[c:9]1(-[c:20]2[cH:21][cH:22][c:23]([O:26][CH3:27])[n:24][cH:25]2)[cH:10][cH:11][c:12]([N+:15](=[O:16])[O-:17])[cH:13][cH:14]1. The reactants are CCN, [Cl-], O=C(O)c1cccc(C(F)(F)F)c1. The product is CCNC(=O)c1cccc(C(F)(F)F)c1. Reaction SMILES: [CH3:15][CH2:16][NH2:17].[Cl-:14].[OH:1][C:2](=[O:3])[c:4]1[cH:5][cH:6][cH:7][c:8]([C:10]([F:11])([F:12])[F:13])[cH:9]1>>[C:2](=[O:3])([c:4]1[cH:5][cH:6][cH:7][c:8]([C:10]([F:11])([F:12])[F:13])[cH:9]1)[NH:17][CH2:16][CH3:15]. Product: CCCCOC(=O)c1nc(N2CCC(N)C(OCCC)C2)oc1C. Reactants: CCCCOC(=O)c1nc(N2CCC(NC(=O)OCc3ccccc3)C(OCCC)C2)oc1C, CO. Reaction SMILES: [CH2:1]([O:2][C:3](=[O:4])[NH:11][CH:12]1[CH:13]([O:31][CH2:32][CH2:33][CH3:34])[CH2:14][N:15]([c:18]2[o:19][c:20]([CH3:30])[c:21]([C:23](=[O:24])[O:25][CH2:26][CH2:27][CH2:28][CH3:29])[n:22]2)[CH2:16][CH2:17]1)[c:5]1[cH:6][cH:7][cH:8][cH:9][cH:10]1.[CH3:35][OH:36]>>[NH2:11][CH:12]1[CH:13]([O:31][CH2:32][CH2:33][CH3:34])[CH2:14][N:15]([c:18]2[o:19][c:20]([CH3:30])[c:21]([C:23](=[O:24])[O:25][CH2:26][CH2:27][CH2:28][CH3:29])[n:22]2)[CH2:16][CH2:17]1.